From a dataset of the Open Reaction Database (ORD), a public repository of structured organic reaction records. describe an organic reaction: reactants, conditions, products, and yield Starting materials: CSSC (dimethyldisulfide), C=1N=CN2C1C=CC=C2 (imidazo[1,5-a]pyridine), O (water). The solvent is O1CCCC1 (tetrahydrofuran), O1CCCC1 (tetrahydrofuran), C(CCC)[Li] (n-butyl lithium). Product: CSC1=NC=C2N1C=CC=C2 (3-Methylthioimidazo[1,5-a]pyridine). Yield: 104.6%. RXN SMILES: [CH:1]1[N:2]=[CH:3][N:4]2[CH:9]=[CH:8][CH:7]=[CH:6][C:5]=12.[CH3:10][S:11]SC.O>O1CCCC1.C([Li])CCC>[CH3:10][S:11][C:3]1[N:4]2[CH:9]=[CH:8][CH:7]=[CH:6][C:5]2=[CH:1][N:2]=1. Procedure details: To a solution of 1.63 g of imidazo[1,5-a]pyridine in 20 ml of tetrahydrofuran, 11 ml of n-butyl lithium (1.6N-hexane solution) is added below 70° C. during 15 minutes under nitrogen gas atmosphere. After stirring the mixture for an hour at the same temperature, a solution of 1.7 g of dimethyldisulfide in 10 ml of tetrahydrofuran is dropwise added during 30 minutes and continued to stir for 30 minutes. The mixture added with water is extracted with ether. The extract is dried over anhydrous magne... Reactants: CCCN(CCC)C(=O)c1cc(C(=O)OC)cc(-c2ncc[nH]2)c1, CO, [Li+], C1CCOC1, [OH-], O. The product is CCCN(CCC)C(=O)c1cc(C(=O)O)cc(-c2ncc[nH]2)c1. Reaction SMILES: [CH2:1]([CH2:2][CH3:3])[N:4]([C:5](=[O:6])[c:7]1[cH:8][c:9]([C:10](=[O:11])[O:12][CH3:13])[cH:14][c:15](-[c:17]2[nH:18][cH:19][cH:20][n:21]2)[cH:16]1)[CH2:22][CH2:23][CH3:24].[CH3:28][OH:29].[Li+:25].[O:30]1[CH2:31][CH2:32][CH2:33][CH2:34]1.[OH-:26].[OH2:27]>>[CH2:1]([CH2:2][CH3:3])[N:4]([C:5](=[O:6])[c:7]1[cH:8][c:9]([C:10](=[O:11])[OH:12])[cH:14][c:15](-[c:17]2[n:18][cH:19][cH:20][nH:21]2)[cH:16]1)[CH2:22][CH2:23][CH3:24]. The reactants are CC(C)N(NC(=O)c1ccccc1)C(=O)CSc1ccccc1Br, O=C([O-])[O-], COc1ccccc1B(O)O, COCCOC, [Na+], [Na+]. Product: COc1ccccc1-c1ccccc1SCC(=O)N(NC(=O)c1ccccc1)C(C)C. As a reaction SMILES: [Br:1][c:2]1[c:3]([S:8][CH2:9][C:10](=[O:11])[N:12]([NH:13][C:14]([c:15]2[cH:16][cH:17][cH:18][cH:19][cH:20]2)=[O:21])[CH:22]([CH3:23])[CH3:24])[cH:4][cH:5][cH:6][cH:7]1.[C:25](=[O:26])([O-:27])[O-:28].[CH3:31][O:32][c:33]1[c:34]([B:39]([OH:40])[OH:41])[cH:35][cH:36][cH:37][cH:38]1.[CH3:42][O:43][CH2:44][CH2:45][O:46][CH3:47].[Na+:29].[Na+:30]>>[c:2]1(-[c:34]2[c:33]([O:32][CH3:31])[cH:38][cH:37][cH:36][cH:35]2)[c:3]([S:8][CH2:9][C:10](=[O:11])[N:12]([NH:13][C:14]([c:15]2[cH:16][cH:17][cH:18][cH:19][cH:20]2)=[O:21])[CH:22]([CH3:23])[CH3:24])[cH:4][cH:5][cH:6][cH:7]1. The reactants are C(=O)(OCC)COC1=C(C=C(C=O)C=C1)OC (4-carbethoxymethoxy-3-methoxybenzaldehyde), C(#N)CC(=O)OCC (ethyl cyanoacetate), N1CCCCC1 (piperidine). Solvent: C(C)O (ethanol). Product: C(#N)C(C(=O)OCC)=CC1=CC(=C(C=C1)OCC(=O)OCC)OC (Ethyl 2-Cyano-3-(4-Carbethoxymethoxy-3-Methoxyphenyl)-2-Propenoate). Isolated yield 93.9%. Reaction SMILES: [C:1]([CH2:6][O:7][C:8]1[CH:15]=[CH:14][C:11]([CH:12]=O)=[CH:10][C:9]=1[O:16][CH3:17])([O:3][CH2:4][CH3:5])=[O:2].[C:18]([CH2:20][C:21]([O:23][CH2:24][CH3:25])=[O:22])#[N:19].N1CCCCC1>C(O)C>[C:18]([C:20](=[CH:12][C:11]1[CH:14]=[CH:15][C:8]([O:7][CH2:6][C:1]([O:3][CH2:4][CH3:5])=[O:2])=[C:9]([O:16][CH3:17])[CH:10]=1)[C:21]([O:23][CH2:24][CH3:25])=[O:22])#[N:19]. Procedure details: A mixture of 4-carbethoxymethoxy-3-methoxybenzaldehyde (23.8 g, 0.10 mol), ethyl cyanoacetate (11.3 g, 0.10 mol), ethanol (150 mL) and piperidine (2 mL) is heated at reflux for 4 hours. The reaction mixture is allowed to cool, and the solid is collected by filtration, washed with ethanol and dried in air. A yield of 31.3 g (93%) of product is obtained which has the following structure as supported by mass spectrometry: ##STR21## An absorption maximum at 355 nm is observed when the product is dis... Starting materials: C(#N)C1=CC=NC=C1 (4-cyanopyridine), [N+](=O)([O-])C1=CC=C(C(CBr)=O)C=C1 (4-nitrophenacyl bromide), [N+](=O)([O-])C1=CC=C(C(CCl)=O)C=C1 (4-nitrophenacyl chloride). The solvent is N1=CC=CC=C1 (pyridine). The product is [Cl-].[N+](=O)([O-])C1=CC=C(C(C[N+]2=CC=C(C=C2)C#N)=O)C=C1 (N-(4-nitrophenacyl) 4-cyanopyridinium chloride). RXN SMILES: [C:1]([C:3]1[CH:8]=[CH:7][N:6]=[CH:5][CH:4]=1)#[N:2].[N+:9]([C:12]1[CH:21]=[CH:20][C:15]([C:16](=[O:19])[CH2:17]Br)=[CH:14][CH:13]=1)([O-:11])=[O:10].[N+](C1C=CC(C(=O)C[Cl:31])=CC=1)([O-])=O>N1C=CC=CC=1>[Cl-:31].[N+:9]([C:12]1[CH:13]=[CH:14][C:15]([C:16](=[O:19])[CH2:17][N+:6]2[CH:7]=[CH:8][C:3]([C:1]#[N:2])=[CH:4][CH:5]=2)=[CH:20][CH:21]=1)([O-:11])=[O:10] |f:4.5|. Procedure: Employing the procedure of Example III but replacing pyridine with a substantially equimolecular amount of 4-cyanopyridine and replacing 4-nitrophenacyl bromide with a substantially equimolecular amount of 4-nitrophenacyl chloride there is obtained N-(4-nitrophenacyl) 4-cyanopyridinium chloride, a white solid soluble in water. Reactants: C1COCCN1, COc1cc(C=CC(=O)NC2CCC(C)CC2)ccc1OCCCl. Yields the product COc1cc(C=CC(=O)NC2CCC(C)CC2)ccc1OCCN1CCOCC1. Reaction SMILES: [CH2:25]1[CH2:26][O:27][CH2:28][CH2:29][NH:30]1.[CH3:1][CH:2]1[CH2:3][CH2:4][CH:5]([NH:8][C:9]([CH:10]=[CH:11][c:12]2[cH:13][c:14]([O:22][CH3:23])[c:15]([O:18][CH2:19][CH2:20][Cl:21])[cH:16][cH:17]2)=[O:24])[CH2:6][CH2:7]1>>[CH3:1][CH:2]1[CH2:3][CH2:4][CH:5]([NH:8][C:9]([CH:10]=[CH:11][c:12]2[cH:13][c:14]([O:22][CH3:23])[c:15]([O:18][CH2:19][CH2:20][N:30]3[CH2:25][CH2:26][O:27][CH2:28][CH2:29]3)[cH:16][cH:17]2)=[O:24])[CH2:6][CH2:7]1.